Dataset: the Open Reaction Database (ORD), a public repository of structured organic reaction records. Task: describe an organic reaction: reactants, conditions, products, and yield Starting materials: ClC(Cl)(Cl)Cl, CC=CC(=O)O, O, OCC(Cl)(Cl)Cl, O=S(=O)(O)O. The product is CC=CC(=O)OCC(Cl)(Cl)Cl. Reaction SMILES: [C:1]([Cl:2])([Cl:3])([Cl:4])[Cl:5].[C:6]([CH:7]=[CH:8][CH3:9])(=[O:10])[OH:11].[OH2:23].[OH:12][CH2:13][C:14]([Cl:15])([Cl:16])[Cl:17].[S:18](=[O:19])(=[O:20])([OH:21])[OH:22]>>[C:6]([CH:7]=[CH:8][CH3:9])([O:10][CH2:13][C:14]([Cl:15])([Cl:16])[Cl:17])=[O:11]. The reactants are C(C)(C)(C)C=1C=C2CC(C(C2=CC1)NC(=O)NC1=C2C=NNC2=CC=C1)F (N-(5-tert-butyl-2-fluoro-2,3-dihydro-1H-inden-1-yl)-N′-1H-indazol-4-ylurea), N (NH3), CO (MeOH). Run in C(Cl)Cl (CH2Cl2). The product is C(C)(C)(C)C=1C=C2C[C@@H]([C@@H](C2=CC1)NC(=O)NC1=C2C=NNC2=CC=C1)F (N-[(1R,2S)-5-tert-butyl-2-fluoro-2,3-dihydro-1H-inden-1-yl]-N′-1H-indazol-4-ylurea). As a reaction SMILES: [C:1]([C:5]1[CH:6]=[C:7]2[C:11](=[CH:12][CH:13]=1)[CH:10]([NH:14][C:15]([NH:17][C:18]1[CH:26]=[CH:25][CH:24]=[C:23]3[C:19]=1[CH:20]=[N:21][NH:22]3)=[O:16])[CH:9]([F:27])[CH2:8]2)([CH3:4])([CH3:3])[CH3:2].N.CO>C(Cl)Cl>[C:1]([C:5]1[CH:6]=[C:7]2[C:11](=[CH:12][CH:13]=1)[C@@H:10]([NH:14][C:15]([NH:17][C:18]1[CH:26]=[CH:25][CH:24]=[C:23]3[C:19]=1[CH:20]=[N:21][NH:22]3)=[O:16])[C@@H:9]([F:27])[CH2:8]2)([CH3:4])([CH3:2])[CH3:3]. Procedure: The title compound was prepared by chiral separation of the corresponding racemic compound N-(5-tert-butyl-2-fluoro-2,3-dihydro-1H-inden-1-yl)-N′-1H-indazol-4-ylurea (Ex. 39) using a chiral column ChiralCel OD. 1H NMR (300 MHz, d6-DMSO) 13.01 (broad s, 1H), 8.87 (s, 1H), 8.08 (s, 1H), 7.71 (d, 1H), 7.33 (s, 1H), 7.30 (d, 1H), 7.21 (m, 2H), 7.09 (d, 1H), 6.87 (d, 1H), 5.33-5.46 (m, 2H), 3.05-3.27 (m, 2H), 1.27 (s, 9H). MS (DCI/NH3) m/e 367 (M+H)+. [α]D −32.75° (c=0.800, 1:1 MeOH:CH2Cl2). Structur... Starting materials: C(C)OC(=O)C1=CC(=CC=2N1N=C(N2)N)Br (2-amino-7-bromo-[1,2,4]triazolo[1,5-a]pyridine-5-carboxylic acid ethyl ester), C(C)N=C=O (ethyl isocyanate). The solvent is C1CCOC1.C1(=CC=CC=C1)C (THF toluene). Run at temperature 100 celsius. Yields the product C(C)OC(=O)C1=CC(=CC=2N1N=C(N2)NC(=O)NCC)Br (7-bromo-2-(3-ethyl-ureido)-[1,2,4]triazolo[1,5-a]pyridine-5-carboxylic acid ethyl ester). As a reaction SMILES: [CH2:1]([O:3][C:4]([C:6]1[N:11]2[N:12]=[C:13]([NH2:15])[N:14]=[C:10]2[CH:9]=[C:8]([Br:16])[CH:7]=1)=[O:5])[CH3:2].[CH2:17]([N:19]=[C:20]=[O:21])[CH3:18]>C1COCC1.C1(C)C=CC=CC=1>[CH2:1]([O:3][C:4]([C:6]1[N:11]2[N:12]=[C:13]([NH:15][C:20]([NH:19][CH2:17][CH3:18])=[O:21])[N:14]=[C:10]2[CH:9]=[C:8]([Br:16])[CH:7]=1)=[O:5])[CH3:2] |f:2.3|. Reported procedure: 2-Amino-7-bromo-[1,2,4]triazolo[1,5-a]pyridine-5-carboxylic acid ethyl ester (7) (760 mg, 2.66 mmol) was dissolved in THF/toluene (1:1, 40 mL), then ethyl isocyanate (1.89 g, 26.6 mmol) and a catalytic quantity of dibutyltindiacetate (10 drops) were added to the mixture. The reaction was then heated in a sealed tube at 100° C. for 15 h. This mixture was allowed to cool, then the solvents removed under reduced pressure to afford a solid which was purified by flash chromatography on silica 2% MeOH...